This data is from the Open Reaction Database (ORD), a public repository of structured organic reaction records. The task is: describe an organic reaction: reactants, conditions, products, and yield Reactants: O=P12OP3(=O)OP(=O)(O1)OP(=O)(O2)O3 (phosphorus pentoxide), BrC1=CC=C(C(=O)NCC(OCC)OCC)C=C1 (4-Bromo-N-(2,2-diethoxyethyl)benzamide), C(=O)(O)[O-].[Na+] (NaHCO3), [NH4+].[OH-] (ammonia aqueous). Run in S(O)(O)(=O)=O (sulfuric acid), S(O)(O)(=O)=O (sulfuric acid). Reaction conditions: temperature 180 celsius. The product is BrC1=CC=C(C=C1)C=1OC=CN1 (2-(4-Bromophenyl)-1,3-oxazole). The yield is 70.0%. Reaction SMILES: [Br:1][C:2]1[CH:18]=[CH:17][C:5]([C:6]([NH:8][CH2:9][CH:10]([O:14]CC)OCC)=O)=[CH:4][CH:3]=1.O=P12OP3(OP(OP(O3)(O1)=O)(=O)O2)=O.C([O-])(O)=O.[Na+].[NH4+].[OH-]>S(=O)(=O)(O)O>[Br:1][C:2]1[CH:3]=[CH:4][C:5]([C:6]2[O:14][CH:10]=[CH:9][N:8]=2)=[CH:17][CH:18]=1 |f:2.3,4.5|. Procedure: 4-Bromo-N-(2,2-diethoxyethyl)benzamide was dissolved in concentrated sulfuric acid at 0° C. To phosphorus pentoxide (5.2 g, 18.3 mmol) was added the sulfuric acid solution, and the mixture was heated at 180° C. for 30 minutes. The reaction mixture was cooled down to room temperature, and poured into ice. The whole was made basic by addition of NaHCO3 and ammonia aqueous solution. The whole was extracted with ethyl acetate. The organic layer was washed with brine, dried over MgSO4, and concentrat... Reactants: C(O)([O-])=O.[Na+] (sodium hydrogencarbonate), COC(C)(C)OC (2,2-dimethoxy propane), O.C1(=CC=C(C=C1)S(=O)(=O)O)C (p-toluenesulfonic acid monohydrate), C(C1=CC=CC=C1)(=O)O[C@H]1[C@H]([C@H]([C@@H]2N(OC[C@@H]21)C(CO)CO)OCC2=CC=CC=C2)OCC2=CC=CC=C2 ((3aR,4R,5R,6S,6aR)-4-Benzoyloxy-5,6-dibenzyloxy-1-(1,3-dihydroxyprop-2-yl)-hexahydro-cyclopenta[c]isoxazole), C[O-].[Na+] (Sodium methoxide), [Cl-].[NH4+] (ammonium chloride). The solvent is CC(=O)C (acetone). Reaction conditions: time 15 minute. Yields the product C(C1=CC=CC=C1)O[C@H]1[C@@H]([C@@H]2[C@@H](N(OC2)C2COC(OC2)(C)C)[C@@H]1OCC1=CC=CC=C1)O ((3aR,4R,5S,6S,6aR)-5,6-Dibenzyloxy-1-(2,2-dimethyl-[1,3]dioxan-5-yl)-4-hydroxy-hexahydro-cyclopenta[c]isoxazole). Yield: 79.8%. As a reaction SMILES: C([O:9][C@@H:10]1[C@@H:17]2[C@@H:13]([N:14]([CH:18]([CH2:21][OH:22])[CH2:19][OH:20])[O:15][CH2:16]2)[C@H:12]([O:23][CH2:24][C:25]2[CH:30]=[CH:29][CH:28]=[CH:27][CH:26]=2)[C@@H:11]1[O:31][CH2:32][C:33]1[CH:38]=[CH:37][CH:36]=[CH:35][CH:34]=1)(=O)C1C=CC=CC=1.CO[C:41](OC)([CH3:43])[CH3:42].O.C1(C)C=CC(S(O)(=O)=O)=CC=1.C(=O)([O-])O.[Na+].C[O-].[Na+].[Cl-].[NH4+]>CC(C)=O>[CH2:32]([O:31][C@@H:11]1[C@@H:12]([O:23][CH2:24][C:25]2[CH:30]=[CH:29][CH:28]=[CH:27][CH:26]=2)[C@@H:13]2[N:14]([CH:18]3[CH2:21][O:22][C:41]([CH3:43])([CH3:42])[O:20][CH2:19]3)[O:15][CH2:16][C@@H:17]2[C@H:10]1[OH:9])[C:33]1[CH:38]=[CH:37][CH:36]=[CH:35][CH:34]=1 |f:2.3,4.5,6.7,8.9|. Procedure: The compound (1.20 g, 2.31 mmol) synthesized in Example 16 (16a) was dissolved in acetone (30 mL) and 2,2-dimethoxy propane (2.27 mL, 18.5 mmol) and p-toluenesulfonic acid monohydrate (660 mg, 3.47 mmol) were added thereto, followed by stirring of the mixture at room temperature for 15 minutes. After saturated aqueous sodium hydrogencarbonate (50 mL) was added to the reaction mixture at 0° C. and the mixture was extracted with ethyl acetate (50 mL), the organic layer was washed with saturated br...